Dataset: the Open Reaction Database (ORD), a public repository of structured organic reaction records. Task: describe an organic reaction: reactants, conditions, products, and yield Starting materials: Example 1 ( 4 ), CNCCO (N-methylethanolamine), crude product, C(C)N(C(C(C(=O)NS(=O)(=O)C1=CC2=CC=CC=C2C=C1)CC1=CC=C(C=C1)[N+](=O)[O-])=O)CC (N,N-diethyl-N′-(2-naphthylsulfonyl)-2-(4-nitrobenzyl)malonamide). The product is OCCN(C(C(C(=O)NS(=O)(=O)C1=CC2=CC=CC=C2C=C1)CC1=CC=C(C=C1)[N+](=O)[O-])=O)C (N-(2-hydroxyethyl)-N-methyl-N′-(2-naphthylsulfonyl)-2-(4-nitrobenzyl)malonamide). Isolated yield 80.2%. RXN SMILES: [CH2:1]([N:3]([CH2:33]C)[C:4](=[O:32])[CH:5]([CH2:22][C:23]1[CH:28]=[CH:27][C:26]([N+:29]([O-:31])=[O:30])=[CH:25][CH:24]=1)[C:6]([NH:8][S:9]([C:12]1[CH:21]=[CH:20][C:19]2[C:14](=[CH:15][CH:16]=[CH:17][CH:18]=2)[CH:13]=1)(=[O:11])=[O:10])=[O:7])[CH3:2].CNCC[OH:39]>>[OH:39][CH2:2][CH2:1][N:3]([CH3:33])[C:4](=[O:32])[CH:5]([CH2:22][C:23]1[CH:24]=[CH:25][C:26]([N+:29]([O-:31])=[O:30])=[CH:27][CH:28]=1)[C:6]([NH:8][S:9]([C:12]1[CH:21]=[CH:20][C:19]2[C:14](=[CH:15][CH:16]=[CH:17][CH:18]=2)[CH:13]=1)(=[O:11])=[O:10])=[O:7]. Procedure details: In the same manner as in Example 1 (4), a crude product was obtained using the compound (400 mg) obtained in Example 6 (4) and N-methylethanolamine (140 mg). This was purified by silica gel column chromatography to give the title compound (322 mg) as a white powder. As a reaction SMILES: Cl[C:2]1[C:3](=[O:22])[NH:4][N:5]=[C:6]([O:19][CH2:20][CH3:21])[C:7]=1[NH:8][C@@H:9]1[CH2:14][C@@H:13]2[CH2:15][C@@H:11]([C:12]2([CH3:17])[CH3:16])[C@H:10]1[CH3:18].[H][H]>CO.[C].[Pd]>[CH2:20]([O:19][C:6]1[C:7]([NH:8][C@@H:9]2[CH2:14][C@@H:13]3[CH2:15][C@@H:11]([C:12]3([CH3:16])[CH3:17])[C@H:10]2[CH3:18])=[CH:2][C:3](=[O:22])[NH:4][N:5]=1)[CH3:21] |f:3.4|. Solvent: CO (methanol). Isolated yield 94.0%. Reactants: ClC=1C(NN=C(C1N[C@H]1[C@@H]([C@@H]2C([C@H](C1)C2)(C)C)C)OCC)=O (4-Chloro-6-ethoxy-5-[(1R,2R,3R,5S)-2,6,6-trimethylbicyclo[3.1.1]hept-3-ylamino]pyridazin-3(2H)-one), [H][H] (hydrogen). Procedure details: 4-Chloro-6-ethoxy-5-[(1R,2R,3R,5S)-2,6,6-trimethylbicyclo[3.1.1]hept-3-ylamino]pyridazin-3(2H)-one (200 mg, 0.614 mmol) and 10% palladium-carbon (50 wt %, 40 mg) were stirred in methanol in a hydrogen stream at room temperature for 8 days. The reaction solution was filtered through celite and concentrated under reduced pressure to give the desired product (94% yield). Yields the product C(C)OC=1C(=CC(NN1)=O)N[C@H]1[C@@H]([C@@H]2C([C@H](C1)C2)(C)C)C (6-Ethoxy-5-[(1R,2R,3R,5S)-2,6,6-trimethylbicyclo[3.1.1]hept-3-ylamino]pyridazin-3(2H)-one). Reagents/catalysts: [C].[Pd] (palladium-carbon). The reactants are C(C)(C)(C)C1=NNC(=C1)C(C)(C)C (3,5-di-tert-butyl-1H-pyrazole), [H-].[Na+] (sodium hydride), [H][H] (hydrogen), BrCC1=CC=C(C(=O)OC)C=C1 (methyl 4-(bromomethyl)benzoate). The solvent is CN(C=O)C (N,N-dimethylformamide), O (Water). Reaction conditions: time 8 hour. The product is C(C)(C)(C)C1=NN(C(=C1)C(C)(C)C)CC1=CC=C(C(=O)OC)C=C1 (methyl 4-[(3,5-di-tert-butyl-1H-pyrazol-1-yl)methyl]benzoate). The yield is 97.6%. As a reaction SMILES: [C:1]([C:5]1[CH:9]=[C:8]([C:10]([CH3:13])([CH3:12])[CH3:11])[NH:7][N:6]=1)([CH3:4])([CH3:3])[CH3:2].[H-].[Na+].[H][H].Br[CH2:19][C:20]1[CH:29]=[CH:28][C:23]([C:24]([O:26][CH3:27])=[O:25])=[CH:22][CH:21]=1>CN(C)C=O.O>[C:1]([C:5]1[CH:9]=[C:8]([C:10]([CH3:13])([CH3:12])[CH3:11])[N:7]([CH2:19][C:20]2[CH:29]=[CH:28][C:23]([C:24]([O:26][CH3:27])=[O:25])=[CH:22][CH:21]=2)[N:6]=1)([CH3:4])([CH3:3])[CH3:2] |f:1.2|. Procedure: To a solution of 3,5-di-tert-butyl-1H-pyrazole (1.00 g, 5.55 mmol) in N,N-dimethylformamide (15 mL) was added sodium hydride (60% in oil, 0.27 g, 6.8 mmol) under ice-cooling. After completion of hydrogen generation, methyl 4-(bromomethyl)benzoate (1.40 g, 6.11 mmol) was added, and the mixture was stirred overnight at room temperature. Water was added to the reaction mixture, and the precipitated solid was collected by filtration, washed with water, and dried to give the title compound (1.78 g, y... Procedure: Reaction of cinnamyl alcohol with ethyl iodide was carried out in the same manner as described in Example I. The analytical data supported the assigned structure and GC analysis indicated a purity of 99+%: λmaxCCl4 6.66, 6.87, 7.25, 8.75-9.1, 10.35 and 14.45 μ. The product is C(C=CC1=CC=CC=C1)OCC (Ethyl Cinnamyl Ether). As a reaction SMILES: [CH2:1]([OH:10])[CH:2]=[CH:3][C:4]1[CH:9]=[CH:8][CH:7]=[CH:6][CH:5]=1.[CH2:11](I)[CH3:12]>>[CH2:1]([O:10][CH2:11][CH3:12])[CH:2]=[CH:3][C:4]1[CH:9]=[CH:8][CH:7]=[CH:6][CH:5]=1. The reactants are C(C=CC1=CC=CC=C1)O (cinnamyl alcohol), C(C)I (ethyl iodide).